From a dataset of the Open Reaction Database (ORD), a public repository of structured organic reaction records. describe an organic reaction: reactants, conditions, products, and yield Starting materials: COC(=O)CS, [H-], O=C(CCCCCl)NCC=CCOc1cc(CN2CCCCC2)ccn1, [Na+], C1CCOC1. Product: COC(=O)CSCCCCC(=O)NCC=CCOc1cc(CN2CCCCC2)ccn1. Reaction SMILES: [C:3]([CH2:4][SH:5])(=[O:6])[O:7][CH3:8].[H-:1].[N:9]1([CH2:15][c:16]2[cH:17][c:18]([O:22][CH2:23][CH:24]=[CH:25][CH2:26][NH:27][C:28]([CH2:29][CH2:30][CH2:31][CH2:32][Cl:33])=[O:34])[n:19][cH:20][cH:21]2)[CH2:10][CH2:11][CH2:12][CH2:13][CH2:14]1.[Na+:2].[O:35]1[CH2:36][CH2:37][CH2:38][CH2:39]1>>[C:3]([CH2:4][S:5][CH2:32][CH2:31][CH2:30][CH2:29][C:28]([NH:27][CH2:26][CH:25]=[CH:24][CH2:23][O:22][c:18]1[cH:17][c:16]([CH2:15][N:9]2[CH2:10][CH2:11][CH2:12][CH2:13][CH2:14]2)[cH:21][cH:20][n:19]1)=[O:34])(=[O:6])[O:7][CH3:8].